From a dataset of the Open Reaction Database (ORD), a public repository of structured organic reaction records. describe an organic reaction: reactants, conditions, products, and yield Reactants: COc1cc2ncnc(Nc3cccc(Br)c3)c2cc1NC(=O)C=CCN(CCOS(C)(=O)=O)CC(=O)OC(C)(C)C, CC([O-])=S, CN(C)C=O, [K+], O. Yields the product COc1cc2ncnc(Nc3cccc(Br)c3)c2cc1NC(=O)C=CCN(CCSC(C)=O)CC(=O)OC(C)(C)C. As a reaction SMILES: [Br:6][c:7]1[cH:8][c:9]([NH:13][c:14]2[n:15][cH:16][n:17][c:18]3[cH:19][c:20]([O:46][CH3:47])[c:21]([NH:24][C:25]([CH:26]=[CH:27][CH2:28][N:29]([CH2:30][CH2:31][O:32][S:33]([CH3:34])(=[O:35])=[O:36])[CH2:37][C:38](=[O:39])[O:40][C:41]([CH3:42])([CH3:43])[CH3:44])=[O:45])[cH:22][c:23]23)[cH:10][cH:11][cH:12]1.[C:1]([CH3:2])(=[S:3])[O-:4].[CH3:49][N:50]([CH3:51])[CH:52]=[O:53].[K+:5].[OH2:48]>>[C:1]([CH3:2])([S:3][CH2:31][CH2:30][N:29]([CH2:28][CH:27]=[CH:26][C:25]([NH:24][c:21]1[c:20]([O:46][CH3:47])[cH:19][c:18]2[n:17][cH:16][n:15][c:14]([NH:13][c:9]3[cH:8][c:7]([Br:6])[cH:12][cH:11][cH:10]3)[c:23]2[cH:22]1)=[O:45])[CH2:37][C:38](=[O:39])[O:40][C:41]([CH3:42])([CH3:43])[CH3:44])=[O:4]. Starting materials: C1(=CC=C(C=C1)NC1=C(C=CC=C1C1=CC=CC=C1)C1=CC=CC=C1)C1=CC=CC=C1 (N-([1,1′-biphenyl]-4-yl)[1,1′:3′,1″-terphenyl]-2′-amine), IC1=CC=C(C=C1)OC (4-iodoanisole), C([O-])([O-])=O.[K+].[K+] (potassium carbonate), C1COCCOCCOCCOCCOCCO1 (18-crown-6 ether). Reagents/catalysts: [Cu] (copper). The solvent is ClC1=C(C=CC=C1)Cl (1,2-dichlorobenzene). Product: C1(=CC=C(C=C1)N(C1=C(C=CC=C1C1=CC=CC=C1)C1=CC=CC=C1)C1=CC=C(C=C1)OC)C1=CC=CC=C1 (N-([1,1′-biphenyl]-4-yl)-N-(4-methoxyphenyl)-[1,1′:3′,1″-terphenyl]-2′-amine). The yield is 51.1%. Reaction SMILES: [C:1]1([C:26]2[CH:31]=[CH:30][CH:29]=[CH:28][CH:27]=2)[CH:6]=[CH:5][C:4]([NH:7][C:8]2[C:13]([C:14]3[CH:19]=[CH:18][CH:17]=[CH:16][CH:15]=3)=[CH:12][CH:11]=[CH:10][C:9]=2[C:20]2[CH:25]=[CH:24][CH:23]=[CH:22][CH:21]=2)=[CH:3][CH:2]=1.I[C:33]1[CH:38]=[CH:37][C:36]([O:39][CH3:40])=[CH:35][CH:34]=1.C(=O)([O-])[O-].[K+].[K+].C1OCCOCCOCCOCCOCCOC1>[Cu].ClC1C=CC=CC=1Cl>[C:1]1([C:26]2[CH:27]=[CH:28][CH:29]=[CH:30][CH:31]=2)[CH:6]=[CH:5][C:4]([N:7]([C:33]2[CH:38]=[CH:37][C:36]([O:39][CH3:40])=[CH:35][CH:34]=2)[C:8]2[C:13]([C:14]3[CH:19]=[CH:18][CH:17]=[CH:16][CH:15]=3)=[CH:12][CH:11]=[CH:10][C:9]=2[C:20]2[CH:21]=[CH:22][CH:23]=[CH:24][CH:25]=2)=[CH:3][CH:2]=1 |f:2.3.4|. Reported procedure: N-([1,1′-biphenyl]-4-yl)[1,1′:3′,1″-terphenyl]-2′-amine (15.9 g, 40.0 mmol), 4-iodoanisole (37.4 g, 160.0 mmol), potassium carbonate (22.1 g, 160.0 mmol), copper powder (5.1 g, 80.0 mmol), 18-crown-6 ether (21.1 g, 80.0 mmol) and 1,2-dichlorobenzene (200 mL) were bubbled with nitrogen for 30 min. The mixture was refluxed for 72 h. After cooling, the reaction mixture was filtered through a silica pad and washed with toluene (containing 0.5% triethylamine). The solvent was removed in vacuo and the... Reactants: C(\C=C\C)=O (Crotonaldehyde), C(CC=C)N(C(C1=CC(=C(C=C1)OC)OC)=O)C1=CC=CC=C1 (N-but-3-enyl-3,4-dimethoxy-N-phenyl-benzamide). The reagents and catalysts are CC1=CC(=C(C(=C1)C)N2CCN(C2=[Ru](=CC3=CC=CC=C3OC(C)C)(Cl)Cl)C4=C(C=C(C=C4C)C)C)C (Hoveyda-Grubbs). Solvent: C(Cl)Cl (CH2Cl2). Run at temperature 40 celsius. Yields the product COC=1C=C(C(=O)N(C2=CC=CC=C2)CC\C=C\C=O)C=CC1OC (3,4-dimethoxy-N-[(E)-5-oxopent-3-enyl]-N-phenyl-benzamide). Yield: 97.0%. As a reaction SMILES: [CH:1](=[O:5])/C=C/C.[CH2:6]([N:10]([C:23]1[CH:28]=[CH:27][CH:26]=[CH:25][CH:24]=1)[C:11](=[O:22])[C:12]1[CH:17]=[CH:16][C:15]([O:18][CH3:19])=[C:14]([O:20][CH3:21])[CH:13]=1)[CH2:7][CH:8]=[CH2:9]>C(Cl)Cl.CC1C=C(C)C(N2C(=[Ru](Cl)(Cl)=CC3C(OC(C)C)=CC=CC=3)N(C3C(C)=CC(C)=CC=3C)CC2)=C(C)C=1>[CH3:21][O:20][C:14]1[CH:13]=[C:12]([CH:17]=[CH:16][C:15]=1[O:18][CH3:19])[C:11]([N:10]([CH2:6][CH2:7]/[CH:8]=[CH:9]/[CH:1]=[O:5])[C:23]1[CH:24]=[CH:25][CH:26]=[CH:27][CH:28]=1)=[O:22]. Reported procedure: Crotonaldehyde (0.5 mL, 3 equiv) was added to a solution of compound 34 (608 mg, 1.95 mmol) in degassed CH2Cl2 (17 mL). Hoveyda-Grubbs' 2nd (31 mg, 2.5% mol) was added and the reaction mixture was heated to 40° C. under Ar atmosphere overnight. The reaction mixture was filtered over Celite and the filtrate was concentrated to dryness. The residue was purified by column chromatography on SiO2 (Petroleum ether/EtOAc=2:3) to afford the title compound 35 as white solid (Yield 644 mg, 97%). The reactants are COc1ccc2c(c1)CCCC2=O, CCO, O=Cc1ccccc1O, Cl. Yields the product COc1ccc2c(c1)CCC(=Cc1ccccc1O)C2=O. As a reaction SMILES: [CH3:1][O:2][c:3]1[cH:4][c:5]2[c:10]([cH:11][cH:12]1)[C:9](=[O:13])[CH2:8][CH2:7][CH2:6]2.[CH3:24][CH2:25][OH:26].[CH:14](=[O:15])[c:16]1[cH:17][cH:18][cH:19][cH:20][c:21]1[OH:22].[ClH:23]>>[CH3:1][O:2][c:3]1[cH:4][c:5]2[c:10]([cH:11][cH:12]1)[C:9](=[O:13])[C:8](=[CH:14][c:16]1[cH:17][cH:18][cH:19][cH:20][c:21]1[OH:22])[CH2:7][CH2:6]2. Reactants: [I-].[Na+] (Sodium iodide), ClC1=NC(=NC(=C1)Cl)SC1=CC=C(C=C1)NC(CC)=O (N-(4-(4,6-dichloropyrimidin-2-ylthio)phenyl)propionamide), I (HI). Conditions: temperature 70 celsius, time 10 hour. Yields the product IC1=NC(=NC(=C1)I)SC1=CC=C(C=C1)NC(CC)=O (N-(4-(4,6-diiodopyrimidin-2-ylthio)phenyl)propionamide). The yield is 78.0%. RXN SMILES: [I-:1].[Na+].Cl[C:4]1[CH:9]=[C:8](Cl)[N:7]=[C:6]([S:11][C:12]2[CH:17]=[CH:16][C:15]([NH:18][C:19](=[O:22])[CH2:20][CH3:21])=[CH:14][CH:13]=2)[N:5]=1.[IH:23]>>[I:1][C:4]1[CH:9]=[C:8]([I:23])[N:7]=[C:6]([S:11][C:12]2[CH:17]=[CH:16][C:15]([NH:18][C:19](=[O:22])[CH2:20][CH3:21])=[CH:14][CH:13]=2)[N:5]=1 |f:0.1|. Procedure: Sodium iodide (13.5 g, 90 mmol) was added to a solution of N-(4-(4,6-dichloropyrimidin-2-ylthio)phenyl)propionamide (5 g, 15 mmol) in 60% HI (50 ml). The reaction mixture was stirred at 70° C. for 10 h. The suspension was filtered. The recovered solid was taken up in saturated sodium bicarbonate aqueous solution (˜200 ml). Extractions were carried out with ethyl acetate (3×100 ml). The organic was washed with saturated sodium bicarbonate solution and brine. The solid was triturated in a minimum ... As a reaction SMILES: [Br:14][CH2:15][c:16]1[cH:17][cH:18][cH:19][cH:20][cH:21]1.[CH3:1][N:2]1[C:3]([CH3:12])([CH3:13])[CH2:4][C:5](=[N:10][OH:11])[CH2:6][C:7]1([CH3:8])[CH3:9]>>[CH3:1][N:2]1[C:3]([CH3:12])([CH3:13])[CH2:4][CH:5]([N:10]([OH:11])[CH2:15][c:16]2[cH:17][cH:18][cH:19][cH:20][cH:21]2)[CH2:6][C:7]1([CH3:8])[CH3:9]. Starting materials: BrCc1ccccc1, CN1C(C)(C)CC(=NO)CC1(C)C. Yields the product CN1C(C)(C)CC(N(O)Cc2ccccc2)CC1(C)C. The reactants are C1CNCCNCCNCCN1.Cl.Cl.Cl.Cl (tetraaza-12-crown-4 tetrahydrochloride). The solvent is C(Cl)(Cl)Cl (chloroform). Conditions: time 8 hour. Yields the product N1CCNCCNCCNCC1 (1,4,7,10-Tetraazacyclododecane). RXN SMILES: [CH2:1]1[NH:12][CH2:11][CH2:10][NH:9][CH2:8][CH2:7][NH:6][CH2:5][CH2:4][NH:3][CH2:2]1.Cl.Cl.Cl.Cl>C(Cl)(Cl)Cl>[NH:3]1[CH2:4][CH2:5][NH:6][CH2:7][CH2:8][NH:9][CH2:10][CH2:11][NH:12][CH2:1][CH2:2]1 |f:0.1.2.3.4|. Procedure details: To a suspension of tetraaza-12-crown-4 tetrahydrochloride (66.6 g, 0.209 mol, Parish, Inc.) in chloroform (2 L), was bubbled NH3 (g) through a gas dispersion tube for 1 hour. The solution was allowed to stir overnight and the white solid was filtered off and washed with CHCl3 (4×100 mL). The combined filtrate was concentrated in vacuo to a white solid which was washed with diethyl ether (4×50 mL) and dried under vacuum at ambient temperature. A second crop of the free base was isolated from the ... Starting materials: CCOc1cc(C(C)(C)C)ncc1C1=NC(C)(c2ccc(Cl)cc2)C(C)(c2ccc(Cl)cc2)N1C(=O)N1CCN(CC(=O)O)CC1, Cl, NCC(O)CO. Product: CCOc1cc(C(C)(C)C)ncc1C1=NC(C)(c2ccc(Cl)cc2)C(C)(c2ccc(Cl)cc2)N1C(=O)N1CCN(CC(=O)NCC(O)CO)CC1. Reaction SMILES: [C:2]([CH3:3])([CH3:4])([CH3:5])[c:6]1[cH:7][c:8]([O:45][CH2:46][CH3:47])[c:9]([C:12]2=[N:16][C:15]([CH3:17])([c:18]3[cH:19][cH:20][c:21]([Cl:24])[cH:22][cH:23]3)[C:14]([CH3:25])([c:26]3[cH:27][cH:28][c:29]([Cl:32])[cH:30][cH:31]3)[N:13]2[C:33](=[O:34])[N:35]2[CH2:36][CH2:37][N:38]([CH2:41][C:42](=[O:43])[OH:44])[CH2:39][CH2:40]2)[cH:10][n:11]1.[ClH:1].[NH2:48][CH2:49][CH:50]([CH2:51][OH:52])[OH:53]>>[C:2]([CH3:3])([CH3:4])([CH3:5])[c:6]1[cH:7][c:8]([O:45][CH2:46][CH3:47])[c:9]([C:12]2=[N:16][C:15]([CH3:17])([c:18]3[cH:19][cH:20][c:21]([Cl:24])[cH:22][cH:23]3)[C:14]([CH3:25])([c:26]3[cH:27][cH:28][c:29]([Cl:32])[cH:30][cH:31]3)[N:13]2[C:33](=[O:34])[N:35]2[CH2:36][CH2:37][N:38]([CH2:41][C:42](=[O:44])[NH:48][CH2:49][CH:50]([CH2:51][OH:52])[OH:53])[CH2:39][CH2:40]2)[cH:10][n:11]1. Reactants: [H-].[Na+] (NaH), O1CCC(CC1)NC1=NC=CC(=N1)C1=CC(NC=C1)=O (4-(2-((tetrahydro-2H-pyran-4-yl)amino)pyrimidin-4-yl)pyridin-2(1H)-one), CS(=O)(=O)OCCC1=CC(=C(C=C1)Cl)F (4-chloro-3-fluorophenethyl methanesulfonate). Solvent: CN(C)C=O (DMF), CN(C)C=O (DMF). Run at time 15 minute. Yields the product ClC1=C(C=C(CCN2C(C=C(C=C2)C2=NC(=NC=C2)NC2CCOCC2)=O)C=C1)F (1-(4-chloro-3-fluorophenethyl)-4-(2-((tetrahydro-2H-pyran-4-yl)amino)pyrimidin-4-yl)pyridin-2(1H)-one). Reaction SMILES: [H-].[Na+].[O:3]1[CH2:8][CH2:7][CH:6]([NH:9][C:10]2[N:15]=[C:14]([C:16]3[CH:21]=[CH:20][NH:19][C:18](=[O:22])[CH:17]=3)[CH:13]=[CH:12][N:11]=2)[CH2:5][CH2:4]1.CS(O[CH2:28][CH2:29][C:30]1[CH:35]=[CH:34][C:33]([Cl:36])=[C:32]([F:37])[CH:31]=1)(=O)=O>CN(C=O)C>[Cl:36][C:33]1[CH:34]=[CH:35][C:30]([CH2:29][CH2:28][N:19]2[CH:20]=[CH:21][C:16]([C:14]3[CH:13]=[CH:12][N:11]=[C:10]([NH:9][CH:6]4[CH2:7][CH2:8][O:3][CH2:4][CH2:5]4)[N:15]=3)=[CH:17][C:18]2=[O:22])=[CH:31][C:32]=1[F:37] |f:0.1|. Reported procedure: NaH (11.1 mg, 0.277 mmol; 60% oil dispersion) neat as a solid was added to a stirred suspension of 4-(2-((tetrahydro-2H-pyran-4-yl)amino)pyrimidin-4-yl)pyridin-2(1H)-one (75.4 mg, 0.277 mmol) in DMF (700 μL) at room temperature under nitrogen. After 15 minutes, a clear solution had formed. A solution of 4-chloro-3-fluorophenethyl methanesulfonate (105 mg, 0.416 mmol) in of DMF (700 μL) was then added dropwise. After stirring overnight, the reaction was quenched by addition of saturated ammonium ...